This data is from the Open Reaction Database (ORD), a public repository of structured organic reaction records. The task is: describe an organic reaction: reactants, conditions, products, and yield Reactants: C(C)(=O)NC1=CC=C(C=C1)C(C(C)=NO)=NNC(=S)N (4'-acetamido-2-hydroxyiminopropiophenone thiosemicarbazone), C([O-])([O-])=O.[K+].[K+] (potassium carbonate), Cl (hydrochloric acid). The solvent is O (water). Yields the product NC1=CC=C(C=C1)C=1C(=NC(NN1)=S)C (6-(4-aminophenyl)-5-methyl-1,2,4-triazin-3(2H)-thione). Isolated yield 72.3%. RXN SMILES: C([NH:4][C:5]1[CH:10]=[CH:9][C:8]([C:11](=[N:16][NH:17][C:18]([NH2:20])=[S:19])[C:12](=NO)[CH3:13])=[CH:7][CH:6]=1)(=O)C.C(=O)([O-])[O-].[K+].[K+].Cl>O>[NH2:4][C:5]1[CH:6]=[CH:7][C:8]([C:11]2[C:12]([CH3:13])=[N:20][C:18](=[S:19])[NH:17][N:16]=2)=[CH:9][CH:10]=1 |f:1.2.3|. Procedure: A solution of 4'-acetamido-2-hydroxyiminopropiophenone thiosemicarbazone (5 g) and potassium carbonate (5.2 g) in water (40 ml) was refluxed for 24 hours and treated with activated carbon. The filtrate was acidified with diluted hydrochloric acid and the crystals which formed were recovered by filtration, washed with water and dried to give 6-(4-aminophenyl)-5-methyl-1,2,4-triazin-3(2H)-thione (2.69 g). Reactants: C(Cl)(Cl)Cl (chloroform), FC(C(=O)[O-])(F)F.[Na+] (sodium trifluoroacetate), FC(C(=O)[O-])(F)F.[Na+] (sodium trifluoroacetate), FF (fluorine), four, FF (fluorine), C(C)(=O)O[C@@H]1C[C@@]2([C@@H](C[C@H]3[C@@H]4CC[C@H](C(C)=O)[C@]4(CC[C@@H]3[C@]2(CC1)C)C)Cl)Cl (3β-Acetoxy-5α,6β-dichloropregnan-20-one). Run in FC(Cl)(Cl)Cl (fluorotrichloromethane). The product is C(C)(=O)O[C@@H]1C[C@@]2([C@@H](C[C@H]3[C@@]4(CC[C@H](C(C)=O)[C@]4(CC[C@@H]3[C@]2(CC1)C)C)F)Cl)Cl (3β-acetoxy-5α,6β-dichloro-14α-fluoropregnan-20-one). As a reaction SMILES: [C:1]([O:4][C@H:5]1[CH2:24][CH2:23][C@@:22]2([CH3:25])[C@@:7]([Cl:28])([C@H:8]([Cl:27])[CH2:9][C@@H:10]3[C@@H:21]2[CH2:20][CH2:19][C@@:18]2([CH3:26])[C@H:11]3[CH2:12][CH2:13][C@@H:14]2[C:15](=[O:17])[CH3:16])[CH2:6]1)(=[O:3])[CH3:2].C(Cl)(Cl)Cl.[F:33]C(F)(F)C([O-])=O.[Na+].FF>FC(Cl)(Cl)Cl>[C:1]([O:4][C@H:5]1[CH2:24][CH2:23][C@@:22]2([CH3:25])[C@@:7]([Cl:28])([C@H:8]([Cl:27])[CH2:9][C@@H:10]3[C@@H:21]2[CH2:20][CH2:19][C@@:18]2([CH3:26])[C@@:11]3([F:33])[CH2:12][CH2:13][C@@H:14]2[C:15](=[O:17])[CH3:16])[CH2:6]1)(=[O:3])[CH3:2] |f:2.3|. Reported procedure: 3β-Acetoxy-5α,6β-dichloropregnan-20-one (1.4g) was dissolved in fluorotrichloromethane (250 ml) and chloroform (200 ml) containing sodium trifluoroacetate (ca. 2g) and sodium fluoride (ca. 2g). The resulting solution was cooled to -78° and vigourously stirred, whereupon fluorine from four 750 cc bottles (10% v/v fluorine in nitrogen) was bubbled through the solution over a period of 8 hours. The reaction solution was then poured into aqueous sodium thiosulphate and the organic layer was separate... Reactants: C(C)(C)(C)OC(=O)N1C(N(C(=C1)C1=CN(C2=CC=CC=C12)C)C1=CN(C2=CC=CC=C12)C(=O)OCC(Cl)(Cl)Cl)=O (1-(tert-Butoxycarbonyl)-4-(1-methyl-3-indolyl)-3-[1-(2,2,2-trichloroethoxycarbonyl)-3-indolyl]-1,3-dihydroimidazol-2-one), powder, C(C)(=O)OCC (ethyl acetate), O (water). Reagents/catalysts: [Cl-].[Cd+2].[Cl-] (cadmium(II)chloride). The solvent is CN(C)C=O (DMF), C(C)(=O)O (acetic acid). Reaction conditions: time 1 hour. Product: C(C)(C)(C)OC(=O)N1C(N(C(=C1)C1=CN(C2=CC=CC=C12)C)C1=CNC2=CC=CC=C12)=O (1-(tert-Butoxycarbonyl)-4-(1-methyl-3-indolyl)-3-(3-indolyl)-1,3-dihydroimidazol-2-one). Yield: 81.0%. RXN SMILES: [C:1]([O:5][C:6]([N:8]1[CH:12]=[C:11]([C:13]2[C:21]3[C:16](=[CH:17][CH:18]=[CH:19][CH:20]=3)[N:15]([CH3:22])[CH:14]=2)[N:10]([C:23]2[C:31]3[C:26](=[CH:27][CH:28]=[CH:29][CH:30]=3)[N:25](C(OCC(Cl)(Cl)Cl)=O)[CH:24]=2)[C:9]1=[O:40])=[O:7])([CH3:4])([CH3:3])[CH3:2].C(OCC)(=O)C.O>CN(C=O)C.C(O)(=O)C.[Cl-].[Cd+2].[Cl-]>[C:1]([O:5][C:6]([N:8]1[CH:12]=[C:11]([C:13]2[C:21]3[C:16](=[CH:17][CH:18]=[CH:19][CH:20]=3)[N:15]([CH3:22])[CH:14]=2)[N:10]([C:23]2[C:31]3[C:26](=[CH:27][CH:28]=[CH:29][CH:30]=3)[NH:25][CH:24]=2)[C:9]1=[O:40])=[O:7])([CH3:4])([CH3:2])[CH3:3] |f:5.6.7|. Procedure details: The product of step d) (0.21 g, 0.34 mmol), zink powder (0.23 g, 3.44 mmol) and cadmium(II)chloride (0.020 g, 0.086 mmol) was suspended in DMF (4 ml) and acetic acid (4 ml). The suspesion was stirred for 1 hour at room temperature, ethyl acetate (10 ml) and water (20 ml) were added and the phases separated. The organic phase was washed with water (3×5 ml), dried over Na2SO4, solvent removal followed by chromatographic purification on silica, eluting with ethyl acetate, gave the sub-title product... Reactants: CN(C)CC1=CC=C(CSCCSC)O1 (2-[[5-[(dimethylamino)methyl]furfuryl]thio]ethylmethylsulphide), [N+](=O)([O-])C=C(NC1N(CCCC1)CC)N (2-nitro-N-(N-ethylpiperidinyl)-1,1-ethenediamine), product. The product is CN(C)CC1=CC=C(CSCCNC(=C[N+](=O)[O-])NC2N(CCCC2)CC)O1 (N-[2-[[5-[(dimethylamino)methyl]furfuryl]thio]ethyl]-N'-(N-ethylpiperidinyl)-2-nitro-1,1-ethenediamine). As a reaction SMILES: [CH3:1][N:2]([CH2:4][C:5]1[O:15][C:8]([CH2:9][S:10][CH2:11][CH2:12]SC)=[CH:7][CH:6]=1)[CH3:3].[N+:16]([CH:19]=[C:20]([NH2:30])[NH:21][CH:22]1[CH2:27][CH2:26][CH2:25][CH2:24][N:23]1[CH2:28][CH3:29])([O-:18])=[O:17]>>[CH3:1][N:2]([CH2:4][C:5]1[O:15][C:8]([CH2:9][S:10][CH2:11][CH2:12][NH:30][C:20]([NH:21][CH:22]2[CH2:27][CH2:26][CH2:25][CH2:24][N:23]2[CH2:28][CH3:29])=[CH:19][N+:16]([O-:18])=[O:17])=[CH:7][CH:6]=1)[CH3:3]. Procedure: 24.54 grams of 2-[[5-[(dimethylamino)methyl]furfuryl]thio]ethylmethylsulphide are reacted with 40 grams of 2-nitro-N-(N-ethylpiperidinyl)-1,1-ethenediamine at 80° C. for 3 hours. The mixture is cooled and the procedure described in Example 1 is followed. The product melts at 95°-98° C.; spectrophotometric analyses confirm its structure.